From a dataset of the Open Reaction Database (ORD), a public repository of structured organic reaction records. describe an organic reaction: reactants, conditions, products, and yield The reactants are FC(C=1C=C(C=CC1)C1=CCNC=2N1C=NC2C#N)(F)F (1,2-Dihydro-4-[3 -(trifluoromethyl)phenyl]imidazo[1,5-a]pyrimidine-8-carbonitrile), CN(C1=CC=CC2=CC=CC(=C12)N(C)C)C.CN(C1=CC=CC2=CC=CC(=C12)N(C)C)C (1,8-bis(dimethylamino)naphthalene N,N,N',N'-tetramethyl-1,8-naphthalenediamine), ClCCC(=O)Cl (3-chloropropionyl chloride). Run in O1CCCC1 (tetrahydrofuran), O1CCCC1 (tetrahydrofuran). Conditions: time 1 hour. Yields the product ClCCC(=O)N1C=2N(C(=CC1)C1=CC(=CC=C1)C(F)(F)F)C=NC2C#N (1-(3-Chloro-1-oxopropyl)-1,2-dihydro-4-[3-(trifluoromethyl)phenyl]imidazo[1,5-a]pyrimidine-8-carbonitrile). Isolated yield 100.8%. RXN SMILES: [F:1][C:2]([F:21])([F:20])[C:3]1[CH:4]=[C:5]([C:9]2[N:14]3[CH:15]=[N:16][C:17]([C:18]#[N:19])=[C:13]3[NH:12][CH2:11][CH:10]=2)[CH:6]=[CH:7][CH:8]=1.CN(C)C1C2C(=CC=CC=2N(C)C)C=CC=1.CN(C)C1C2C(=CC=CC=2N(C)C)C=CC=1.[Cl:54][CH2:55][CH2:56][C:57](Cl)=[O:58]>O1CCCC1>[Cl:54][CH2:55][CH2:56][C:57]([N:12]1[CH2:11][CH:10]=[C:9]([C:5]2[CH:6]=[CH:7][CH:8]=[C:3]([C:2]([F:20])([F:1])[F:21])[CH:4]=2)[N:14]2[CH:15]=[N:16][C:17]([C:18]#[N:19])=[C:13]12)=[O:58] |f:1.2|. Reported procedure: To a stirred mixture of 4.5 g of 1,2-dihydro-4-[3-(trifluoromethyl)phenyl]imidazo[1,5-a]pyrimidine-8-carbonitrile (prepared as described in Example 2) and 3.6 g of [1,8-bis(dimethylamino)naphthalene-N,N,N',N'-tetramethyl-1,8-naphthalenediamine] in 120 ml of dry tetrahydrofuran at room temperature, under nitrogen was added over a period of 12-15 minutes a solution of 3.9 g of 3-chloropropionyl chloride in 30 ml of dry tetrahydrofuran. The mixture was stirred at room temperature under nitrogen for... Reactants: COCCO[Al+]OCCOC, Cc1ccccc1, COCCC(C(F)=C(F)F)c1ccc(Cl)cc1, Cl, [H-], [H-], [Na+], C1CCOC1, O. The product is COCCC(C(F)=CF)c1ccc(Cl)cc1. RXN SMILES: [CH3:19][O:20][CH2:21][CH2:22][O:23][Al+:24][O:25][CH2:26][CH2:27][O:28][CH3:29].[CH3:38][c:39]1[cH:40][cH:41][cH:42][cH:43][cH:44]1.[Cl:1][c:2]1[cH:3][cH:4][c:5]([CH:8]([C:9](=[C:10]([F:11])[F:12])[F:13])[CH2:14][CH2:15][O:16][CH3:17])[cH:6][cH:7]1.[ClH:32].[H-:18].[H-:31].[Na+:30].[O:33]1[CH2:34][CH2:35][CH2:36][CH2:37]1.[OH2:45]>>[Cl:1][c:2]1[cH:3][cH:4][c:5]([CH:8]([C:9](=[CH:10][F:11])[F:13])[CH2:14][CH2:15][O:16][CH3:17])[cH:6][cH:7]1.